Dataset: the Open Reaction Database (ORD), a public repository of structured organic reaction records. Task: describe an organic reaction: reactants, conditions, products, and yield Reactants: C(C)OC(C1=C(C=C(C(=C1)N)N)OCC(F)(F)F)=O (ethyl-4,5-diamino-2-(2,2,2-trifluoro-ethoxy)-benzoate), ClC1=C(C(=CC=C1Cl)F)N=C=S (2,3-dichloro-6-fluoro-1-isothiocyanato-benzene). The solvent is C(C)#N (acetonitrile). Yields the product NC1=CC(=C(C(=O)OCC)C=C1NC(=S)NC1=C(C(=CC=C1F)Cl)Cl)OCC(F)(F)F (Ethyl 4-amino-5-(3-(2,3-dichloro-6-fluoro-phenyl)-thioureido)-2-(2,2,2-trifluoroethoxy)-benzoate). Reaction SMILES: [CH2:1]([O:3][C:4](=[O:19])[C:5]1[CH:10]=[C:9]([NH2:11])[C:8]([NH2:12])=[CH:7][C:6]=1[O:13][CH2:14][C:15]([F:18])([F:17])[F:16])[CH3:2].[Cl:20][C:21]1[C:26]([Cl:27])=[CH:25][CH:24]=[C:23]([F:28])[C:22]=1[N:29]=[C:30]=[S:31]>C(#N)C>[NH2:12][C:8]1[C:9]([NH:11][C:30]([NH:29][C:22]2[C:23]([F:28])=[CH:24][CH:25]=[C:26]([Cl:27])[C:21]=2[Cl:20])=[S:31])=[CH:10][C:5]([C:4]([O:3][CH2:1][CH3:2])=[O:19])=[C:6]([O:13][CH2:14][C:15]([F:16])([F:18])[F:17])[CH:7]=1. Procedure details: Prepared analogously to example 583h from ethyl-4,5-diamino-2-(2,2,2-trifluoro-ethoxy)-benzoate (synthesis described at example 575) and 2,3-dichloro-6-fluoro-1-isothiocyanato-benzene in acetonitrile. Starting materials: BrC1=CC2=C(N3C4=C(C(N2)=O)C=CC=C4C=C3)C=C1 (9-bromobenzo[b]pyrrolo[3,2,1-jk][1,4]benzodiazepin-6(7H)-one), COC1=CC=C(C=C1)P1(SP(S1)(C1=CC=C(C=C1)OC)=S)=S (2,4-bis(4-methoxyphenyl)-1,3-dithia-2,4-diphosphetane-2,4-disulfide). The solvent is C1(=CC=CC=C1)C (toluene). Reaction conditions: time 8 hour. Product: BrC1=CC2=C(N3C4=C(C(N2)=S)C=CC=C4C=C3)C=C1 (9-Bromo-benzo[b]pyrrolo[3,2,1-jk][1,4]benzodiazepin-6(7H)-thione). Yield: 71.5%. As a reaction SMILES: [Br:1][C:2]1[CH:19]=[CH:18][C:5]2[N:6]3[CH:17]=[CH:16][C:15]4[C:7]3=[C:8]([CH:12]=[CH:13][CH:14]=4)[C:9](=O)[NH:10][C:4]=2[CH:3]=1.COC1C=CC(P2(=S)SP(=S)(C3C=CC(OC)=CC=3)[S:29]2)=CC=1>C1(C)C=CC=CC=1>[Br:1][C:2]1[CH:19]=[CH:18][C:5]2[N:6]3[CH:17]=[CH:16][C:15]4[C:7]3=[C:8]([CH:12]=[CH:13][CH:14]=4)[C:9](=[S:29])[NH:10][C:4]=2[CH:3]=1. Procedure details: A mixture of 9-bromobenzo[b]pyrrolo[3,2,1-jk][1,4]benzodiazepin-6(7H)-one (12.8 g), 2,4-bis(4-methoxyphenyl)-1,3-dithia-2,4-diphosphetane-2,4-disulfide (8.3 g), and toluene (500 ml) was refluxed for 2 hrs. The reaction mixture was allowed to stand overnight at room temperature. The precipitate was collected, washed with hexane, and dried overnight under vacuum at 40° C. to provide 9.6 g, (71.5%) of product. Recrystallization from chloroform gave the analytical sample, mp 214°-215° C.